From a dataset of the Open Reaction Database (ORD), a public repository of structured organic reaction records. describe an organic reaction: reactants, conditions, products, and yield The reactants are CCOC(=O)c1cnc2nc(OCC)ccc2c1Nc1ccc(OC)cc1, Cl, [Na+], [OH-]. Product: CCOC(=O)c1cnc2[nH]c(=O)ccc2c1Nc1ccc(OC)cc1. RXN SMILES: [CH2:2]([CH3:3])[O:4][c:5]1[cH:6][cH:7][c:8]2[c:9]([NH:20][c:21]3[cH:22][cH:23][c:24]([O:27][CH3:28])[cH:25][cH:26]3)[c:10]([C:15](=[O:16])[O:17][CH2:18][CH3:19])[cH:11][n:12][c:13]2[n:14]1.[ClH:1].[Na+:30].[OH-:29]>>[O:4]=[c:5]1[cH:6][cH:7][c:8]2[c:9]([NH:20][c:21]3[cH:22][cH:23][c:24]([O:27][CH3:28])[cH:25][cH:26]3)[c:10]([C:15](=[O:16])[O:17][CH2:18][CH3:19])[cH:11][n:12][c:13]2[nH:14]1. The reactants are OO (hydrogen peroxide), [OH-].[Na+] (sodium hydroxide), OC(CCCCCC(=O)OC)C1C(C=CC1=O)C=CC(CCCCC)O[Si](C)(C)C(C)(C)C (5-(1-hydroxy-6-methoxycarbonylhexyl)-4-(3-t-butyldimethylsilyloxy-1-octenyl)-2-cyclopentenone). The solvent is CO (methanol). Run at temperature 0 celsius, time 3 hour. The product is O1C2C(C(C(C21)C=CC(CCCCC)O[Si](C)(C)C(C)(C)C)C(CCCCCC(=O)OC)O)=O (2,3-epoxy-5-(1-hydroxy-6-methoxycarbonylhexyl)-4-(3-t-butyldimethylsilyloxy-1-octenyl)cyclopentanone). Yield: 74.0%. As a reaction SMILES: [OH:1][CH:2]([CH:12]1[C:16](=[O:17])[CH:15]=[CH:14][CH:13]1[CH:18]=[CH:19][CH:20]([O:26][Si:27]([C:30]([CH3:33])([CH3:32])[CH3:31])([CH3:29])[CH3:28])[CH2:21][CH2:22][CH2:23][CH2:24][CH3:25])[CH2:3][CH2:4][CH2:5][CH2:6][CH2:7][C:8]([O:10][CH3:11])=[O:9].[OH:34]O.[OH-].[Na+]>CO>[O:34]1[CH:14]2[CH:15]1[C:16](=[O:17])[CH:12]([CH:2]([OH:1])[CH2:3][CH2:4][CH2:5][CH2:6][CH2:7][C:8]([O:10][CH3:11])=[O:9])[CH:13]2[CH:18]=[CH:19][CH:20]([O:26][Si:27]([C:30]([CH3:32])([CH3:31])[CH3:33])([CH3:29])[CH3:28])[CH2:21][CH2:22][CH2:23][CH2:24][CH3:25] |f:2.3|. Procedure: A solution of 3.30 g of 5-(1-hydroxy-6-methoxycarbonylhexyl)-4-(3-t-butyldimethylsilyloxy-1-octenyl)-2-cyclopentenone in methanol (25 ml) was cooled to 0° C., and 48 ml of an aqueous 30% hydrogen peroxide and 0.48 ml of an aqueous 1N sodium hydroxide were dropwise added thereto. After stirring at 0° C. for 3 hours, the reaction mixture was extracted with an addition of ethyl acetate and saturated aqueous ammonium chloride, and the extract was washed with saturated aqueous sodium chloride, dried ... Reactants: C1(CCCCCC1)C(=O)Cl (cycloheptane carbonyl chloride), FC=1C=C(C=CC1)O (3-fluorophenol), FC=1C=C(C=CC1)OC (3-fluoroanisole). Reaction SMILES: [CH:1]1([C:8](Cl)=[O:9])[CH2:7][CH2:6][CH2:5][CH2:4][CH2:3][CH2:2]1.[F:11][C:12]1[CH:13]=[C:14]([OH:18])[CH:15]=[CH:16][CH:17]=1.FC1C=C(OC)C=CC=1>>[CH:1]1([C:8]([C:17]2[CH:16]=[CH:15][C:14]([OH:18])=[CH:13][C:12]=2[F:11])=[O:9])[CH2:7][CH2:6][CH2:5][CH2:4][CH2:3][CH2:2]1. Reported procedure: Using the same procedure but replacing 1-adamantyl carbonyl chloride by cycloheptane carbonyl chloride and 3-fluorophenol by 3-fluoroanisole, the following compound was obtained: Yields the product C1(CCCCCC1)C(=O)C1=C(C=C(C=C1)O)F (cycloheptyl (2-fluoro-4-hydroxyphenyl)methanone). Yield: 94.0%. Procedure: To a solution of 4-2-[3,4-bis(difluoromethoxy)phenyl]-2-[6-(N-methyl-N-benzylamino)3-pyridyl]ethyl}pyridine-N-oxide from Example 56 (150 mg, 0.284 mmol) in 3 mL of dioxane was added 0.57 mL (0.568 mmol) of a 1 N solution of HCl in dioxane. The solution was stirred at room temperature for 30 minutes and the formation of a gum was observed. The heterogeneous mixture was sonicated and the dioxane was removed under reduced pressure. The residue was washed 2 times with dry ether and pumped under high... Yields the product Cl.FC(OC=1C=C(C=CC1OC(F)F)C(CC1=CC=[N+](C=C1)[O-])C=1C=NC(=CC1)N(CC1=CC=CC=C1)C)F (4-{2-[3,4-BIS(DIFLUOROMETHOXY)PHENYL]-2- [6-(N-METHYL-N-BENZYLAMINO)3-PYRIDYL}ETHYL}PYRIDINE-N-OXIDE HYDROCHLORIDE). As a reaction SMILES: [F:1][CH:2]([F:38])[O:3][C:4]1[CH:5]=[C:6]([CH:14]([C:23]2[CH:24]=[N:25][C:26]([N:29]([CH3:37])[CH2:30][C:31]3[CH:36]=[CH:35][CH:34]=[CH:33][CH:32]=3)=[CH:27][CH:28]=2)[CH2:15][C:16]2[CH:21]=[CH:20][N+:19]([O-:22])=[CH:18][CH:17]=2)[CH:7]=[CH:8][C:9]=1[O:10][CH:11]([F:13])[F:12].[ClH:39]>O1CCOCC1>[ClH:39].[F:38][CH:2]([F:1])[O:3][C:4]1[CH:5]=[C:6]([CH:14]([C:23]2[CH:24]=[N:25][C:26]([N:29]([CH3:37])[CH2:30][C:31]3[CH:32]=[CH:33][CH:34]=[CH:35][CH:36]=3)=[CH:27][CH:28]=2)[CH2:15][C:16]2[CH:21]=[CH:20][N+:19]([O-:22])=[CH:18][CH:17]=2)[CH:7]=[CH:8][C:9]=1[O:10][CH:11]([F:13])[F:12] |f:3.4|. Reaction conditions: time 30 minute. The solvent is O1CCOCC1 (dioxane), O1CCOCC1 (dioxane). Reactants: FC(OC=1C=C(C=CC1OC(F)F)C(CC1=CC=[N+](C=C1)[O-])C=1C=NC(=CC1)N(CC1=CC=CC=C1)C)F (4-{2-[3,4-BIS(DIFLUOROMETHOXY)PHENYL]-2-[6-(N-METHYL-N-BENZYLAMINO)3-PYRIDYL]ETHYL}PYRIDINE-N-OXIDE), solution, Cl (HCl). Reactants: CC1CCC(Nc2ncc(-c3ccc(N4CCOCC4)cc3)c(OCC3CN(C(=O)OC(C)(C)C)C3)n2)CC1, O=C(O)C(F)(F)F. Product: CC1CCC(Nc2ncc(-c3ccc(N4CCOCC4)cc3)c(OCC3CNC3)n2)CC1. As a reaction SMILES: [CH3:1][CH:2]1[CH2:3][CH2:4][CH:5]([NH:8][c:9]2[n:10][cH:11][c:12](-[c:28]3[cH:29][cH:30][c:31]([N:34]4[CH2:35][CH2:36][O:37][CH2:38][CH2:39]4)[cH:32][cH:33]3)[c:13]([O:15][CH2:16][CH:17]3[CH2:18][N:19]([C:21]([O:22][C:23]([CH3:24])([CH3:25])[CH3:26])=[O:27])[CH2:20]3)[n:14]2)[CH2:6][CH2:7]1.[F:40][C:41]([F:42])([F:43])[C:44]([OH:45])=[O:46]>>[CH3:1][CH:2]1[CH2:3][CH2:4][CH:5]([NH:8][c:9]2[n:10][cH:11][c:12](-[c:28]3[cH:29][cH:30][c:31]([N:34]4[CH2:35][CH2:36][O:37][CH2:38][CH2:39]4)[cH:32][cH:33]3)[c:13]([O:15][CH2:16][CH:17]3[CH2:18][NH:19][CH2:20]3)[n:14]2)[CH2:6][CH2:7]1.